From a dataset of the Open Reaction Database (ORD), a public repository of structured organic reaction records. describe an organic reaction: reactants, conditions, products, and yield The yield is 55.0%. Starting materials: C(C)(C)(C)OC(=O)NC1=CC(=C(C=C1OC)CC(C=1C(=NC=CC1I)OC)OC(C(F)(F)F)=O)[N+](=O)[O-] (trifluoro-acetic acid 2-(4-tert-butoxycarbonylamino-5-methoxy-2-nitro-phenyl)-1-(4-iodo-2-methoxy-pyridin-3-yl)-ethyl ester), 8-diazabicyclo[5.4.0]undec-7-ene, O (water). The solvent is C1CCOC1 (THF). As a reaction SMILES: [C:1]([O:5][C:6]([NH:8][C:9]1[C:14]([O:15][CH3:16])=[CH:13][C:12]([CH2:17][CH:18](OC(=O)C(F)(F)F)[C:19]2[C:20]([O:26][CH3:27])=[N:21][CH:22]=[CH:23][C:24]=2[I:25])=[C:11]([N+:35]([O-:37])=[O:36])[CH:10]=1)=[O:7])([CH3:4])([CH3:3])[CH3:2].O>C1COCC1>[C:1]([O:5][C:6](=[O:7])[NH:8][C:9]1[CH:10]=[C:11]([N+:35]([O-:37])=[O:36])[C:12](/[CH:17]=[CH:18]/[C:19]2[C:20]([O:26][CH3:27])=[N:21][CH:22]=[CH:23][C:24]=2[I:25])=[CH:13][C:14]=1[O:15][CH3:16])([CH3:3])([CH3:4])[CH3:2]. The product is hexanes ethyl acetate, C(C)(C)(C)OC(NC1=C(C=C(C(=C1)[N+](=O)[O-])\C=C\C=1C(=NC=CC1I)OC)OC)=O ({4-[(E)-2-(4-iodo-2-methoxy-pyridin-3-yl)-vinyl]-2-methoxy-5-nitro-phenyl}-carbamic acid tert-butyl ester). Run at temperature 70 celsius, time 3 hour. Procedure details: A solution of crude trifluoro-acetic acid 2-(4-tert-butoxycarbonylamino-5-methoxy-2-nitro-phenyl)-1-(4-iodo-2-methoxy-pyridin-3-yl)-ethyl ester (crude 1.35 g, 2.12 mmol) in THF (10 mL) was added 8-diazabicyclo[5.4.0]undec-7-ene (1.48 g, 9.75 mmol) at 25° C. The reaction was allowed to stir at 70° C. for 3 h, cooled to 25° C. and poured into water. The aqueous phase was extracted three times with ethyl acetate. The combined organic layers were washed with brine and dried over magnesium sulfate. F... The reactants are C(=O)(O)CCCCCC[C@@H]1C(CC[C@H]1C(CCCCCCC)O)=O (trans-2-(6-carboxyhexyl)-3-(1-hydroxyoctyl)cyclopentanone), [N+](=[N-])=C (diazomethane). Procedure details: To a solution of 0.5 g. (1.47 mmol) of trans-2-(6-carboxyhexyl)-3-(1-hydroxyoctyl)cyclopentanone is added on etheral solution of diazomethane until a permanent yellow color remains. The solvent and excess diazomethane are removed un a stream of nitrogen. After removing traces of solvent at reduced pressure, 0.52 g. of trans-2-(6-carbomethoxyhexyl)-3-(1-hydroxyoctyl)cyclopentanone is obtained. Yields the product C(=O)(OC)CCCCCC[C@@H]1C(CC[C@H]1C(CCCCCCC)O)=O (trans-2-(6-carbomethoxyhexyl)-3-(1-hydroxyoctyl)cyclopentanone). Reaction SMILES: [C:1]([CH2:4][CH2:5][CH2:6][CH2:7][CH2:8][CH2:9][C@H:10]1[C@H:14]([CH:15]([OH:23])[CH2:16][CH2:17][CH2:18][CH2:19][CH2:20][CH2:21][CH3:22])[CH2:13][CH2:12][C:11]1=[O:24])([OH:3])=[O:2].[N+](=[CH2:27])=[N-]>>[C:1]([CH2:4][CH2:5][CH2:6][CH2:7][CH2:8][CH2:9][C@H:10]1[C@H:14]([CH:15]([OH:23])[CH2:16][CH2:17][CH2:18][CH2:19][CH2:20][CH2:21][CH3:22])[CH2:13][CH2:12][C:11]1=[O:24])([O:3][CH3:27])=[O:2]. Reactants: COC(=O)CC(=O)c1ccccc1, CO, O=C[O-], [NH4+]. Product: COC(=O)C=C(N)c1ccccc1. As a reaction SMILES: [C:1]([c:2]1[cH:3][cH:4][cH:5][cH:6][cH:7]1)(=[O:8])[CH2:9][C:10](=[O:11])[O:12][CH3:13].[CH3:18][OH:19].[CH:14]([O-:15])=[O:16].[NH4+:17]>>[C:1]([c:2]1[cH:3][cH:4][cH:5][cH:6][cH:7]1)(=[CH:9][C:10](=[O:11])[O:12][CH3:13])[NH2:17]. Starting materials: N1=CC(=CC=C1)C=1NC2=CC=C(C=C2C1)C#N (2-pyridin-3-yl-1H-indole-5-carbonitrile), C[Si](C)(C)[N-][Si](C)(C)C.[K+] (KHMDS), C1(=CC=CC=C1)C (toluene), COC(C1=CC=C(C=C1)C(=O)Cl)=O (4-chlorocarbonyl-benzoic acid methyl ester). Reaction conditions: time 30 minute. As a reaction SMILES: [N:1]1[CH:6]=[CH:5][CH:4]=[C:3]([C:7]2[NH:8][C:9]3[C:14]([CH:15]=2)=[CH:13][C:12]([C:16]#[N:17])=[CH:11][CH:10]=3)[CH:2]=1.C[Si]([N-][Si](C)(C)C)(C)C.[K+].C1(C)C=CC=CC=1.[CH3:35][O:36][C:37](=[O:47])[C:38]1[CH:43]=[CH:42][C:41]([C:44](Cl)=[O:45])=[CH:40][CH:39]=1>C1COCC1>[CH3:35][O:36][C:37](=[O:47])[C:38]1[CH:43]=[CH:42][C:41]([C:44]([N:8]2[C:9]3[C:14](=[CH:13][C:12]([C:16]#[N:17])=[CH:11][CH:10]=3)[CH:15]=[C:7]2[C:3]2[CH:2]=[N:1][CH:6]=[CH:5][CH:4]=2)=[O:45])=[CH:40][CH:39]=1 |f:1.2|. The product is COC(C1=CC=C(C=C1)C(=O)N1C(=CC2=CC(=CC=C12)C#N)C=1C=NC=CC1)=O (4-(5-cyano-2-pyridin-3-yl-indole-1-carbonyl)-benzoic acid methyl ester). Reported procedure: To a solution of 2-pyridin-3-yl-1H-indole-5-carbonitrile (Example 8, 240 mg, 1.09 mmol) in THF (10 mL) at room temperature is added 0.5 M KHMDS in toluene (4.0 mL, 2.0 mmol). After 30 min, 4-chlorocarbonyl-benzoic acid methyl ester (400 mg, 2.0 mmol) is added. The mixture is stirred under N2 for 1 h. The reaction is quenched with aqueous sodium bicarbonate and the volatiles are removed in vacuo. Purification by silica gel flash chromatography using a heptane-ethyl acetate gradient affords 4-(5-c... Solvent: C1CCOC1 (THF).